This data is from the Open Reaction Database (ORD), a public repository of structured organic reaction records. The task is: describe an organic reaction: reactants, conditions, products, and yield The reactants are O (water), C(#N)CC=1OC2=C(C1)C=CC=C2 (cyanomethylbenzofuran), compound 6, [OH-].[Na+] (sodium hydroxide). Run at temperature 25 celsius. The product is C=1(OC=C2C1C=CC=C2)CC(=O)O (2-Benzofuraneacetic acid). Reaction SMILES: [C:1]([CH2:3][C:4]1[O:5][C:6]2[CH:12]=[CH:11][CH:10]=[CH:9][C:7]=2[CH:8]=1)#N.[OH-:13].[Na+].[OH2:15]>>[C:4]1([CH2:3][C:1]([OH:15])=[O:13])[O:5][CH:6]=[C:12]2[CH:11]=[CH:10][CH:9]=[CH:7][C:8]=12 |f:1.2|. Procedure details: 7. The crude cyanomethylbenzofuran, compound 6, was stirred for 6 hours in boiling water (1,000 ml) containing sodium hydroxide (80 g), cooled to 25° C., then washed with methylene chloride (250 ml, then 2×100 ml). The pH was brought to 2.0 with 6 N HCl. The precipitate was extracted with methylene chloride (200 ml, then 100 ml, then 50 ml), dried over magnesium sulfate and the solvent evaporated. The yield was approximately 72 g. Starting materials: Cc1ccc(O)cc1, COc1ccc2c(Cl)nc(Nc3cc(C)[nH]n3)cc2c1. The product is COc1ccc2c(Oc3ccc(C)cc3)nc(Nc3cc(C)[nH]n3)cc2c1. As a reaction SMILES: [CH3:1][c:2]1[cH:3][cH:4][c:5]([OH:8])[cH:6][cH:7]1.[Cl:9][c:10]1[n:11][c:12]([NH:22][c:23]2[n:24][nH:25][c:26]([CH3:28])[cH:27]2)[cH:13][c:14]2[cH:15][c:16]([O:20][CH3:21])[cH:17][cH:18][c:19]12>>[CH3:1][c:2]1[cH:3][cH:4][c:5]([O:8][c:10]2[n:11][c:12]([NH:22][c:23]3[n:24][nH:25][c:26]([CH3:28])[cH:27]3)[cH:13][c:14]3[cH:15][c:16]([O:20][CH3:21])[cH:17][cH:18][c:19]23)[cH:6][cH:7]1. Starting materials: ClCC=1N=C(OC1C)C1=CC=CC=C1 (4-chloromethyl-5-methyl-2-phenyloxazole), OC1=CC=C(C=C1)C(C)=O (p-hydroxyacetophenone), C([O-])([O-])=O.[K+].[K+] (potassium carbonate), CN(C=O)C (N,N-dimethylformamide). Run in O (water). Run at time 2.5 hour. The product is CC1=C(N=C(O1)C1=CC=CC=C1)COC1=CC=C(C=C1)C(C)=O (4'-(5-methyl-2-phenyl-4-oxazolylmethoxy)acetophenone). Isolated yield 85.2%. As a reaction SMILES: Cl[CH2:2][C:3]1[N:4]=[C:5]([C:9]2[CH:14]=[CH:13][CH:12]=[CH:11][CH:10]=2)[O:6][C:7]=1[CH3:8].[OH:15][C:16]1[CH:21]=[CH:20][C:19]([C:22](=[O:24])[CH3:23])=[CH:18][CH:17]=1.C(=O)([O-])[O-].[K+].[K+].CN(C)C=O>O>[CH3:8][C:7]1[O:6][C:5]([C:9]2[CH:14]=[CH:13][CH:12]=[CH:11][CH:10]=2)=[N:4][C:3]=1[CH2:2][O:15][C:16]1[CH:21]=[CH:20][C:19]([C:22](=[O:24])[CH3:23])=[CH:18][CH:17]=1 |f:2.3.4|. Reported procedure: A mixture of 4-chloromethyl-5-methyl-2-phenyloxazole (9.2 g), p-hydroxyacetophenone (7.95 g), potassium carbonate (6.73 g) and N,N-dimethylformamide (DMF) (100 ml) was stirred for 2.5 hours at temperatures ranging from 70° to 80° C. The reaction mixture was poured into water and extracted with ethyl acetate. The ethyl acetate layer was washed with water, and dried (MgSO4), then the solvent was distilled off to give 4'-(5-methyl-2-phenyl-4-oxazolylmethoxy)acetophenone (11.6 g, 85%). Recrystalliza... Reactants: C1(=CC=CC=C1)S (thiophenol), C(CN)N (ethylenediamine), CCC(C)CC(C)CCCCCCCCC(=O)N[C@H]1C[C@H]([C@H](NC(=O)[C@@H]2[C@H](CCN2C(=O)[C@@H](NC(=O)[C@@H](NC(=O)[C@@H]3C[C@H](CN3C(=O)[C@@H](NC1=O)[C@@H](C)O)O)[C@@H]([C@H](C4=CC=C(C=C4)O)O)O)[C@@H](CC(=O)N)O)O)O)O (Pneumocandin B0). The product is CCC(C)CC(C)CCCCCCCCC(=O)N[C@H]1C[C@H]([C@H](NC(=O)[C@@H]2[C@H](CCN2C(=O)[C@@H](NC(=O)[C@@H](NC(=O)[C@@H]3C[C@H](CN3C(=O)[C@@H](NC1=O)[C@@H](C)O)O)[C@@H]([C@H](C=4C=CC(=CC4)O)O)O)[C@@H](CCN)O)O)NCCN)O (caspofungin). As a reaction SMILES: C1(S)C=CC=CC=1.[CH2:8]([NH2:11])[CH2:9][NH2:10].[CH3:12][CH2:13][CH:14]([CH2:16][CH:17]([CH2:19][CH2:20][CH2:21][CH2:22][CH2:23][CH2:24][CH2:25][CH2:26][C:27]([NH:29][C@@H:30]1[C:61](=[O:62])[NH:60][C@@H:59]([C@H:63]([OH:65])[CH3:64])[C:57](=[O:58])[N:56]2[C@@H:52]([CH2:53][C@@H:54]([OH:66])[CH2:55]2)[C:50](=[O:51])[NH:49][C@@H:48]([C@H:67]([OH:77])[C@@H:68]([OH:76])[C:69]2[CH:74]=[CH:73][C:72]([OH:75])=[CH:71][CH:70]=2)[C:46](=[O:47])[NH:45][C@@H:44]([C@H:78]([OH:83])[CH2:79][C:80]([NH2:82])=O)[C:42](=[O:43])[N:41]2[C@@H:37]([C@@H:38]([OH:84])[CH2:39][CH2:40]2)[C:35](=[O:36])[NH:34][C@H:33](O)[C@H:32]([OH:86])[CH2:31]1)=[O:28])[CH3:18])[CH3:15]>>[CH3:12][CH2:13][CH:14]([CH2:16][CH:17]([CH2:19][CH2:20][CH2:21][CH2:22][CH2:23][CH2:24][CH2:25][CH2:26][C:27]([NH:29][C@@H:30]1[C:61](=[O:62])[NH:60][C@@H:59]([C@H:63]([OH:65])[CH3:64])[C:57](=[O:58])[N:56]2[C@@H:52]([CH2:53][C@@H:54]([OH:66])[CH2:55]2)[C:50](=[O:51])[NH:49][C@@H:48]([C@H:67]([OH:77])[C@@H:68]([OH:76])[C:69]2[CH:74]=[CH:73][C:72]([OH:75])=[CH:71][CH:70]=2)[C:46](=[O:47])[NH:45][C@@H:44]([C@H:78]([OH:83])[CH2:79][CH2:80][NH2:82])[C:42](=[O:43])[N:41]2[C@@H:37]([C@@H:38]([OH:84])[CH2:39][CH2:40]2)[C:35](=[O:36])[NH:34][C@H:33]([NH:10][CH2:9][CH2:8][NH2:11])[C@H:32]([OH:86])[CH2:31]1)=[O:28])[CH3:18])[CH3:15]. Reported procedure: According to WO96/24613 and US5552521, the primary amide group in Pneumocandin B0 is reduced to amine group (47% of yield), and then the resulting product reacts with thiophenol and ethylenediamine in turn to obtain caspofungin.